This data is from the Open Reaction Database (ORD), a public repository of structured organic reaction records. The task is: describe an organic reaction: reactants, conditions, products, and yield Starting materials: C(C(C)C)C1=CC=C(C=O)C=C1 (4-isobutylbenzaldehyde), C[Si](C)(C)C#N (trimethylsilylcyanide). The reagents and catalysts are [I-].[Zn+2].[I-] (Zinc iodide). Reaction conditions: time 3 minute. Yields the product OC(C#N)C1=CC=C(C=C1)CC(C)C (2-hydroxy-2-(4-isobutylphenyl)acetonitrile). Yield: 107.5%. As a reaction SMILES: [CH2:1]([C:5]1[CH:12]=[CH:11][C:8]([CH:9]=[O:10])=[CH:7][CH:6]=1)[CH:2]([CH3:4])[CH3:3].C[Si]([C:17]#[N:18])(C)C>[I-].[Zn+2].[I-]>[OH:10][CH:9]([C:8]1[CH:7]=[CH:6][C:5]([CH2:1][CH:2]([CH3:4])[CH3:3])=[CH:12][CH:11]=1)[C:17]#[N:18] |f:2.3.4|. Procedure details: Zinc iodide (0.21 g) was added to a mixture of 4-isobutylbenzaldehyde (6.5 g) and trimethylsilylcyanide (5.0 g). The mixture was stirred at room temperature for 3 minutes and partitioned between ethyl acetate and 7% hydrochloric acid. The organic layer was washed with 7% hydrochloric acid and water and dried over magnesium sulfate. The solvent was removed in vacuo to give 2-hydroxy-2-(4-isobutylphenyl)acetonitrile as a yellow oil (8.15 g). Starting materials: ClC1=NC=CC(=N1)C1=C(N=C2N1C=CC=C2)C=2C=C(C(=O)NC1=C(C=CC=C1F)F)C=CC2 (3-[3-(2-Chloro-4-pyrimidinyl)imidazo[1,2-a]pyridin-2-yl]-N-(2,6-difluorophenyl)-benzamide), C[O-].[Na+] (sodium methoxide), COC1=C(N)C=CC(=C1)CCCN1CCN(CC1)C (2-(methyloxy)-4-[3-(4-methyl-1-piperazinyl)propyl]aniline), C1(=CC=C(C=C1)S(=O)(=O)O)C (p-toluenesulfonic acid). Run in C(Cl)Cl (DCM), CC(C)O (iPrOH). Run at temperature 120 celsius. Yields the product FC1=C(C(=CC=C1)F)NC(C1=CC(=CC=C1)C=1N=C2N(C=CC=C2)C1C1=NC(=NC=C1)NC1=C(C=C(C=C1)CCCN1CCN(CC1)C)OC)=O (N-(2,6-difluorophenyl)-3-{3-[2-({2-(methyloxy)-4-[3-(4-methyl-1-piperazinyl)propyl]phenyl}amino)-4-pyrimidinyl]imidazo[1,2-a]pyridin-2-yl}benzamide). Isolated yield 30.4%. As a reaction SMILES: Cl[C:2]1[N:7]=[C:6]([C:8]2[N:12]3[CH:13]=[CH:14][CH:15]=[CH:16][C:11]3=[N:10][C:9]=2[C:17]2[CH:18]=[C:19]([CH:31]=[CH:32][CH:33]=2)[C:20]([NH:22][C:23]2[C:28]([F:29])=[CH:27][CH:26]=[CH:25][C:24]=2[F:30])=[O:21])[CH:5]=[CH:4][N:3]=1.[CH3:34][O:35][C:36]1[CH:42]=[C:41]([CH2:43][CH2:44][CH2:45][N:46]2[CH2:51][CH2:50][N:49]([CH3:52])[CH2:48][CH2:47]2)[CH:40]=[CH:39][C:37]=1[NH2:38].C1(C)C=CC(S(O)(=O)=O)=CC=1.C[O-].[Na+]>C(Cl)Cl.CC(O)C>[F:30][C:24]1[CH:25]=[CH:26][CH:27]=[C:28]([F:29])[C:23]=1[NH:22][C:20](=[O:21])[C:19]1[CH:31]=[CH:32][CH:33]=[C:17]([C:9]2[N:10]=[C:11]3[CH:16]=[CH:15][CH:14]=[CH:13][N:12]3[C:8]=2[C:6]2[CH:5]=[CH:4][N:3]=[C:2]([NH:38][C:37]3[CH:39]=[CH:40][C:41]([CH2:43][CH2:44][CH2:45][N:46]4[CH2:47][CH2:48][N:49]([CH3:52])[CH2:50][CH2:51]4)=[CH:42][C:36]=3[O:35][CH3:34])[N:7]=2)[CH:18]=1 |f:3.4|. Procedure: 3-[3-(2-Chloro-4-pyrimidinyl)imidazo[1,2-a]pyridin-2-yl]-N-(2,6-difluorophenyl)-benzamide (Intermediate Example 1) (110 mg, 0.24 mmol), 2-(methyloxy)-4-[3-(4-methyl-1-piperazinyl)propyl]aniline (56 mg, 0.21 mol), and p-toluenesulfonic acid (109 mg, 0.57 mmol) were weighed into a 20 mL vial. 7 mL of iPrOH was added and the mixture was heated to 120° C. for 40 hours. The mixture was transferred to a 50 mL round bottom and neutralized with 2 mL of 0.5 N sodium methoxide. The solvent was rotovaped d... Starting materials: CC(C)n1c(C(=O)O)cc2cc(C(=O)N3CCCN(C(=O)OC(C)(C)C)CC3)ccc21, CCN=C=NCCCN(C)C, Cl, O=S1(=O)CCNCC1. The product is CC(C)n1c(C(=O)N2CCS(=O)(=O)CC2)cc2cc(C(=O)N3CCCN(C(=O)OC(C)(C)C)CC3)ccc21. Reaction SMILES: [C:1]([CH3:2])([CH3:3])([CH3:4])[O:5][C:6](=[O:7])[N:8]1[CH2:9][CH2:10][N:11]([C:15](=[O:16])[c:17]2[cH:18][c:19]3[cH:20][c:21]([C:29](=[O:30])[OH:31])[n:22]([CH:26]([CH3:27])[CH3:28])[c:23]3[cH:24][cH:25]2)[CH2:12][CH2:13][CH2:14]1.[CH2:41]([N:42]=[C:43]=[N:44][CH2:45][CH2:46][CH2:47][N:48]([CH3:49])[CH3:50])[CH3:51].[ClH:40].[S:32]1(=[O:38])(=[O:39])[CH2:33][CH2:34][NH:35][CH2:36][CH2:37]1>>[C:1]([CH3:2])([CH3:3])([CH3:4])[O:5][C:6](=[O:7])[N:8]1[CH2:9][CH2:10][N:11]([C:15](=[O:16])[c:17]2[cH:18][c:19]3[cH:20][c:21]([C:29](=[O:30])[N:35]4[CH2:34][CH2:33][S:32](=[O:38])(=[O:39])[CH2:37][CH2:36]4)[n:22]([CH:26]([CH3:27])[CH3:28])[c:23]3[cH:24][cH:25]2)[CH2:12][CH2:13][CH2:14]1. Reactants: Cc1cccc(C)c1C(=O)NCCC(C)N1CCC(N(Cc2cccc(C#N)c2)c2ccc(O)cc2)CC1, CCN(CC)C(=O)Cl, [K+], [K+], O=C([O-])[O-], CN(C)C=O. Yields the product CCN(CC)C(=O)Oc1ccc(N(Cc2cccc(C#N)c2)C2CCN(C(C)CCNC(=O)c3c(C)cccc3C)CC2)cc1. RXN SMILES: [C:1](#[N:2])[c:3]1[cH:4][c:5]([CH2:6][N:7]([CH:8]2[CH2:9][CH2:10][N:11]([CH:14]([CH2:15][CH2:16][NH:17][C:18]([c:19]3[c:20]([CH3:26])[cH:21][cH:22][cH:23][c:24]3[CH3:25])=[O:27])[CH3:28])[CH2:12][CH2:13]2)[c:29]2[cH:30][cH:31][c:32]([OH:35])[cH:33][cH:34]2)[cH:36][cH:37][cH:38]1.[CH2:45]([CH3:46])[N:47]([C:48](=[O:49])[Cl:50])[CH2:51][CH3:52].[K+:39].[K+:40].[O-:41][C:42]([O-:43])=[O:44].[O:53]=[CH:54][N:55]([CH3:56])[CH3:57]>>[C:1](#[N:2])[c:3]1[cH:4][c:5]([CH2:6][N:7]([CH:8]2[CH2:9][CH2:10][N:11]([CH:14]([CH2:15][CH2:16][NH:17][C:18]([c:19]3[c:20]([CH3:26])[cH:21][cH:22][cH:23][c:24]3[CH3:25])=[O:27])[CH3:28])[CH2:12][CH2:13]2)[c:29]2[cH:30][cH:31][c:32]([O:35][C:48]([N:47]([CH2:45][CH3:46])[CH2:51][CH3:52])=[O:49])[cH:33][cH:34]2)[cH:36][cH:37][cH:38]1. Reactants: C(=NC1CCCCC1)=NC1CCCCC1, O=C(O)C(Cc1ccccc1)NS(=O)(=O)c1ccc(Cl)cc1, ClCCl, CCOC(=O)Cc1ccc(N)cc1. The product is CCOC(=O)Cc1ccc(NC(=O)C(Cc2ccccc2)NS(=O)(=O)c2ccc(Cl)cc2)cc1. Reaction SMILES: [CH:36]1([N:37]=[C:38]=[N:39][CH:40]2[CH2:41][CH2:42][CH2:43][CH2:44][CH2:45]2)[CH2:46][CH2:47][CH2:48][CH2:49][CH2:50]1.[Cl:1][c:2]1[cH:3][cH:4][c:5]([S:8](=[O:9])(=[O:10])[NH:11][CH:12]([C:13](=[O:14])[OH:15])[CH2:16][c:17]2[cH:18][cH:19][cH:20][cH:21][cH:22]2)[cH:6][cH:7]1.[Cl:51][CH2:52][Cl:53].[NH2:23][c:24]1[cH:25][cH:26][c:27]([CH2:30][C:31](=[O:32])[O:33][CH2:34][CH3:35])[cH:28][cH:29]1>>[Cl:1][c:2]1[cH:3][cH:4][c:5]([S:8](=[O:9])(=[O:10])[NH:11][CH:12]([C:13](=[O:14])[NH:23][c:24]2[cH:25][cH:26][c:27]([CH2:30][C:31](=[O:32])[O:33][CH2:34][CH3:35])[cH:28][cH:29]2)[CH2:16][c:17]2[cH:18][cH:19][cH:20][cH:21][cH:22]2)[cH:6][cH:7]1. Starting materials: CN1N=CC(=C1C(NC1=CC=2N(C=C1)N=C(N2)N2CCOCC2)=O)C(=O)OCC (ethyl 1-methyl-5-(2-morpholino-[1,2,4]triazolo[1,5-a]pyridin-7-ylcarbamoyl)-1H-pyrazole-4-carboxylate), O.[OH-].[Li+] (lithium hydroxide monohydrate). Run in CO (methanol), O (water). Run at temperature 50 celsius, time 6 hour. The product is CN1N=CC(=C1C(NC1=CC=2N(C=C1)N=C(N2)N2CCOCC2)=O)C(=O)O (1-methyl-5-(2-morpholin-4-yl-[1,2,4]triazolo[1,5-a]pyridin-7-ylcarbamoyl)-1H-pyrazole-4-carboxylic acid). Isolated yield 75.1%. RXN SMILES: [CH3:1][N:2]1[C:6]([C:7](=[O:24])[NH:8][C:9]2[CH:14]=[CH:13][N:12]3[N:15]=[C:16]([N:18]4[CH2:23][CH2:22][O:21][CH2:20][CH2:19]4)[N:17]=[C:11]3[CH:10]=2)=[C:5]([C:25]([O:27]CC)=[O:26])[CH:4]=[N:3]1.O.[OH-].[Li+]>CO.O>[CH3:1][N:2]1[C:6]([C:7](=[O:24])[NH:8][C:9]2[CH:14]=[CH:13][N:12]3[N:15]=[C:16]([N:18]4[CH2:19][CH2:20][O:21][CH2:22][CH2:23]4)[N:17]=[C:11]3[CH:10]=2)=[C:5]([C:25]([OH:27])=[O:26])[CH:4]=[N:3]1 |f:1.2.3|. Procedure: A mixture of ethyl 1-methyl-5-(2-morpholino-[1,2,4]triazolo[1,5-a]pyridin-7-ylcarbamoyl)-1H-pyrazole-4-carboxylate (1.22 g, 3.05 mmol) and lithium hydroxide monohydrate (641 mg, 15.3 mmol) in methanol (30 ml) and water (5 ml) is stirred for 6 hours at 50° C. The solvent is evaporated, the residue diluted with water, acidified to pH=0 with 2N aqueous hydrochloric acid. The precipitated solid is collected by filtration, washed with ethyl acetate and dried affording 1-methyl-5-(2-morpholin-4-yl-[1,... Procedure details: To a solution of Example 226B (923 mg, 2.99 mmol) in trifluoroethanol (20 mL) was added Pd(OH)2—C (20%, wet, 185 mg, 1.3 mmol). The reaction mixture was stirred under H2 (30 psi) at 50° C. for 90 minutes after which the mixture was filtered through a nylon membrane. The solution was concentrated and purified via flash chromatography (0-30% methanol/dichloromethane) to afford the title compound 1H NMR (300 MHz, DMSO-d6) δ ppm 6.67-6.85 (m, 3H), 4.22-4.39 (m, 1H), 4.04-4.18 (m, 1H), 2.55-3.03 (m, ... The reactants are C(C1=CC=CC=C1)N1C[C@@H]2CCOC3=C(N2CC1)C=CC=C3C ((4aS)-3-benzyl-8-methyl-2,3,4,4a,5,6-hexahydro-1H-pyrazino[2,1-d][1,5]benzoxazepine), Pd(OH)2—C. Run at temperature 50 celsius, time 90 minute. Solvent: C(C(F)(F)F)O (trifluoroethanol). Product: CC1=CC=CC=2N3[C@@H](CCOC21)CNCC3 ((4aS)-8-methyl-2,3,4,4a,5,6-hexahydro-1H-pyrazino[2,1-d][1,5]benzoxazepine). As a reaction SMILES: C([N:8]1[CH2:18][CH2:17][N:16]2[C@@H:10]([CH2:11][CH2:12][O:13][C:14]3[C:22]([CH3:23])=[CH:21][CH:20]=[CH:19][C:15]=32)[CH2:9]1)C1C=CC=CC=1>C(O)C(F)(F)F>[CH3:23][C:22]1[C:14]2[O:13][CH2:12][CH2:11][C@H:10]3[CH2:9][NH:8][CH2:18][CH2:17][N:16]3[C:15]=2[CH:19]=[CH:20][CH:21]=1.